describe an organic reaction: reactants, conditions, products, and yield From a dataset of the Open Reaction Database (ORD), a public repository of structured organic reaction records. Starting materials: CCOC(=O)NCCCN1CCc2[nH]c3ccc(C)cc3c2C1, CC(C)O, [K+], [OH-]. Yields the product Cc1ccc2[nH]c3c(c2c1)CN(CCCN)CC3. RXN SMILES: [CH3:1][c:2]1[cH:3][c:4]2[c:5]3[c:6]([nH:7][c:8]2[cH:9][cH:10]1)[CH2:11][CH2:12][N:13]([CH2:15][CH2:16][CH2:17][NH:18][C:19](=[O:20])[O:21][CH2:22][CH3:23])[CH2:14]3.[CH3:26][CH:27]([OH:28])[CH3:29].[K+:25].[OH-:24]>>[CH3:1][c:2]1[cH:3][c:4]2[c:5]3[c:6]([nH:7][c:8]2[cH:9][cH:10]1)[CH2:11][CH2:12][N:13]([CH2:15][CH2:16][CH2:17][NH2:18])[CH2:14]3. Reactants: C(\C=C\C(=O)O)(=O)O.C1(CCCC1)N1CCC(CC1)N(C(CC1=CC(=CC=C1)C)=O)C=1C=NC=CC1 (N-(1-cyclopentyl-4-piperidinyl)-3-methyl-N-(3-pyridinyl)benzeneacetamide (E)-2-butenedioate), [OH-].[Na+] (sodium hydroxide). The product is C(C(=O)O)(=O)O.C1(CCCC1)N1CCC(CC1)N(C(CC1=CC(=CC=C1)C)=O)C=1C=NC=CC1 (N-(1-cyclopentyl-4-piperidinyl)-3-methyl-N(3-pyridinyl)benzeneacetamide ethanedioate). As a reaction SMILES: C(O)(=O)/C=[CH:3]/[C:4]([OH:6])=[O:5].[CH:9]1([N:14]2[CH2:19][CH2:18][CH:17]([N:20]([C:31]3[CH:32]=[N:33][CH:34]=[CH:35][CH:36]=3)[C:21](=[O:30])[CH2:22][C:23]3[CH:28]=[CH:27][CH:26]=[C:25]([CH3:29])[CH:24]=3)[CH2:16][CH2:15]2)[CH2:13][CH2:12][CH2:11][CH2:10]1.[OH-:37].[Na+]>>[C:4]([OH:6])(=[O:5])[C:3]([OH:30])=[O:37].[CH:9]1([N:14]2[CH2:19][CH2:18][CH:17]([N:20]([C:31]3[CH:32]=[N:33][CH:34]=[CH:35][CH:36]=3)[C:21](=[O:30])[CH2:22][C:23]3[CH:28]=[CH:27][CH:26]=[C:25]([CH3:29])[CH:24]=3)[CH2:16][CH2:15]2)[CH2:10][CH2:11][CH2:12][CH2:13]1 |f:0.1,2.3,4.5|. Reported procedure: From 3.9 parts of N-(1-cyclopentyl-4-piperidinyl)-3-methyl-N-(3-pyridinyl)benzeneacetamide (E)-2-butenedioate, the free base is liberated in the conventional manner with a diluted sodium hydroxide solution. After extraction with 2,2'-oxybispropane, the latter is washed with water, dried, filtered and evaporated. The residue is converted into the ethanedioate salt in ethanol. The salt is filtered off and crystallized from a mixture of ethanol and 2,2'-oxybispropane, yielding 3 parts of N-(1-cyclo... Reactants: COC(C1=CC(=CC=C1)C(C)OC)=O (3-(1-methoxy-ethyl)-benzoic acid methyl ester), [OH-].[Na+] (NaOH). Run in CO (MeOH). The product is COC(C)C=1C=C(C(=O)O)C=CC1 (3-(1-Methoxy-ethyl)-benzoic acid). As a reaction SMILES: C[O:2][C:3](=[O:14])[C:4]1[CH:9]=[CH:8][CH:7]=[C:6]([CH:10]([O:12][CH3:13])[CH3:11])[CH:5]=1.[OH-].[Na+]>CO>[CH3:13][O:12][CH:10]([C:6]1[CH:5]=[C:4]([CH:9]=[CH:8][CH:7]=1)[C:3]([OH:14])=[O:2])[CH3:11] |f:1.2|. Procedure details: 1.30 g (6.69 mmol) 3-(1-methoxy-ethyl)-benzoic acid methyl ester was dissolved in 20 mL MeOH and treated with 3.35 mL 4 M aqueous NaOH solution at RT for 5 h. The solvent was removed by distillation, the residue taken up in water and acidified with 4 M aqueous hydrochlorid acid. The precipitate was filtered off, washed with water and dried.